From a dataset of the Open Reaction Database (ORD), a public repository of structured organic reaction records. describe an organic reaction: reactants, conditions, products, and yield Starting materials: OC1=C(C=C(C=C1C(C)(C)CC)C(C)(C)CC)N1N=C2C(=[N+]1[O-])C=CC=C2 (2-(2'-hydroxy-3',5'-di-t-amylphenyl)benzotriazole-N-oxide), four, CNC (dimethylamine), [H][H] (hydrogen), [H][H] (Hydrogen), solvent, C1(=CC=CC=C1)C (toluene), resultant mixture. Reagents/catalysts: [C].[Pd] (palladium carbon). Run in O (water). Product: OC1=C(C=C(C=C1C(C)(C)CC)C(C)(C)CC)N1N=C2C(=N1)C=CC=C2 (2-(2'-hydroxy-3',5'-di-t-amylphenyl)benzotriazole). The yield is 90.8%. As a reaction SMILES: [OH:1][C:2]1[C:7]([C:8]([CH2:11][CH3:12])([CH3:10])[CH3:9])=[CH:6][C:5]([C:13]([CH2:16][CH3:17])([CH3:15])[CH3:14])=[CH:4][C:3]=1[N:18]1[N+:22]([O-])=[C:21]2[CH:24]=[CH:25][CH:26]=[CH:27][C:20]2=[N:19]1.C1(C)C=CC=CC=1.CNC.[H][H]>[C].[Pd].O>[OH:1][C:2]1[C:7]([C:8]([CH2:11][CH3:12])([CH3:10])[CH3:9])=[CH:6][C:5]([C:13]([CH2:16][CH3:17])([CH3:15])[CH3:14])=[CH:4][C:3]=1[N:18]1[N:22]=[C:21]2[CH:24]=[CH:25][CH:26]=[CH:27][C:20]2=[N:19]1 |f:4.5|. Reported procedure: 36.7 g (0.1 mol) of 2-(2'-hydroxy-3',5'-di-t-amylphenyl)benzotriazole-N-oxide, 0.125 g of 5% palladium carbon, 150 ml of a solvent mixture comprising toluene and water (ratio by volume, 4:1) and 7 g of 50% dimethylamine were charged into a 500-ml four neck flask. After the air in the flask had been replaced by nitrogen, the resultant mixture was agitated at room temperature. Hydrogen was then supplemented to allow for the amount of hydrogen absorbed by the mixture, which was then subjected to re... Starting materials: OCCC1CCCCC12OCCCO2 ((2-hydroxyethyl)-7, 11-dioxaspiro (5,5) undecane), sulphonated nitro, Cis-but-2-2ene-1,4 diol, C1(CCCCC1)=O (cyclohexanone). Product: C1CCCCC12OCC=CCO2 (7, 12-dioxaspiro (5,6) dodec-9-ene). RXN SMILES: OCC[CH:4]1[C:9]2([O:14][CH2:13][CH2:12][CH2:11][O:10]2)[CH2:8][CH2:7][CH2:6][CH2:5]1.[C:15]1(=O)CCCCC1>>[CH2:8]1[C:9]2([O:10][CH2:15][CH:11]=[CH:12][CH2:13][O:14]2)[CH2:4][CH2:5][CH2:6][CH2:7]1. Reported procedure: Described herein is a process for the preparation of 9 (2-hydroxyethyl)-7, 11-dioxaspiro (5,5) undecane by reacting Cis-but-2-2ene-1,4 diol with cyclohexanone in the presence of a heterogeneous sulphonated nitro coal acid catalyst to obtain 7, 12-dioxaspiro (5,6) dodec-9-ene which is reacted with syngas in the presence of a catalyst, namely RhH (CO) (TPP)3, to obtain 9-formyl-7, 12-dioxaspiro (5,6) dodecane which is reduced and the reduced product is rearranged to yield 9-(2-hydroxyethyl)-7,11-d... The reactants are [N+](=O)([O-])[O-].[Na+] (sodium nitrate), C1(CCCCC1)N1C(C(NC2=CC(=CC=C12)C(F)(F)F)=O)=O (1-cyclohexyl-6-trifluoromethyl-2,3(1H,4H)-quinoxalinedione), ice water. Run in S(O)(O)(=O)=O (sulfuric acid). Run at time 3 hour. Yields the product C1(CCCCC1)N1C(C(NC2=CC(=C(C=C12)[N+](=O)[O-])C(F)(F)F)=O)=O (1-cyclohexyl-6-trifluoromethyl-7-nitro-2,3(1H,4H)-quinoxalinedione). As a reaction SMILES: [CH:1]1([N:7]2[C:16]3[C:11](=[CH:12][C:13]([C:17]([F:20])([F:19])[F:18])=[CH:14][CH:15]=3)[NH:10][C:9](=[O:21])[C:8]2=[O:22])[CH2:6][CH2:5][CH2:4][CH2:3][CH2:2]1.[N+:23]([O-])([O-:25])=[O:24].[Na+]>S(=O)(=O)(O)O>[CH:1]1([N:7]2[C:16]3[C:11](=[CH:12][C:13]([C:17]([F:18])([F:19])[F:20])=[C:14]([N+:23]([O-:25])=[O:24])[CH:15]=3)[NH:10][C:9](=[O:21])[C:8]2=[O:22])[CH2:2][CH2:3][CH2:4][CH2:5][CH2:6]1 |f:1.2|. Procedure details: A solution of 20 g (64 mmol) of 1-cyclohexyl-6-trifluoromethyl-2,3(1H,4H)-quinoxalinedione in 400 ml of concentrated sulfuric acid was cooled to 0° C., 5.4 g (64 mmol) of sodium nitrate were added a little at a time over the course of one hour, and the mixture was stirred at room temperature for 3 hours. It was then poured into ice-water, and the crude product was filtered off with suction and recrystallized from methanol. Reactants: C(#N)[BH3-].[Na+] (sodium cyanoborohydride), OC=1C=C2CCNCC2=CC1 (6-hydroxy-1,2,3,4-tetrahydroisoquinoline), S1C(=CC=C1)C=O (thiophene-2-aldehyde), O.C=1(C(=CC=CC1)S(=O)(=O)O)C (toluenesulfonic acid monohydrate). The solvent is C(C)O (ethanol). Reaction conditions: time 8 hour. Product: OC=1C=C2CCN(CC2=CC1)CC=1SC=CC1 (6-Hydroxy-2-(2-thienylmethyl)-1,2,3,4-tetrahydroisoquinoline). Reaction SMILES: C([BH3-])#N.[Na+].[OH:5][C:6]1[CH:7]=[C:8]2[C:13](=[CH:14][CH:15]=1)[CH2:12][NH:11][CH2:10][CH2:9]2.[S:16]1[CH:20]=[CH:19][CH:18]=[C:17]1[CH:21]=O.O.C1(C)C(S(O)(=O)=O)=CC=CC=1>C(O)C>[OH:5][C:6]1[CH:7]=[C:8]2[C:13](=[CH:14][CH:15]=1)[CH2:12][N:11]([CH2:21][C:17]1[S:16][CH:20]=[CH:19][CH:18]=1)[CH2:10][CH2:9]2 |f:0.1,4.5|. Procedure: 0.6 g of sodium cyanoborohydride is added to a solution of 1.5 g of 6-hydroxy-1,2,3,4-tetrahydroisoquinoline, 1.2 g of thiophene-2-aldehyde and 1.8 g of toluenesulfonic acid monohydrate in 30 ml of ethanol. The mixture is stirred at room temperature for 8 hours, the solvent is removed in vacuo, and the residue is taken up with water/methylene chloride. The organic phase is again skaken with water, dried and evaporated in a rotary evaporator. The crude oily product is purified by chromatography o...